From a dataset of the Open Reaction Database (ORD), a public repository of structured organic reaction records. describe an organic reaction: reactants, conditions, products, and yield Reactants: [Al+3], O=C(O)CCc1ccccc1C(=O)c1ccccc1, [Cl-], [Cl-], [Cl-], [Cl-], [Na+], O. Yields the product O=C1CCc2c1cccc2C(=O)c1ccccc1. RXN SMILES: [Al+3:21].[C:1]([c:2]1[cH:3][cH:4][cH:5][cH:6][cH:7]1)(=[O:8])[c:9]1[c:10]([CH2:15][CH2:16][C:17](=[O:18])[OH:19])[cH:11][cH:12][cH:13][cH:14]1.[Cl-:20].[Cl-:22].[Cl-:23].[Cl-:25].[Na+:24].[OH2:26]>>[C:1]([c:2]1[cH:3][cH:4][cH:5][cH:6][cH:7]1)(=[O:8])[c:9]1[c:10]2[c:11]([cH:12][cH:13][cH:14]1)[C:17](=[O:19])[CH2:16][CH2:15]2. The reactants are O1C=CC2=C1C=C(C=C2)O (benzofuran-6-ol), N1=CC=CC=C1 (pyridine), O(S(=O)(=O)C(F)(F)F)S(=O)(=O)C(F)(F)F (Tf2O). Run in O (water), ClCCl (dichloromethane). Run at time 16 hour. Yields the product FC(S(=O)(=O)OC1=CC2=C(C=CO2)C=C1)(F)F (benzofuran-6-yl trifluoromethanesulfonate). The yield is 88.7%. As a reaction SMILES: [O:1]1[C:5]2[CH:6]=[C:7]([OH:10])[CH:8]=[CH:9][C:4]=2[CH:3]=[CH:2]1.N1C=CC=CC=1.[O:17](S(C(F)(F)F)(=O)=O)[S:18]([C:21]([F:24])([F:23])[F:22])(=O)=[O:19]>ClCCl.O>[F:22][C:21]([F:24])([F:23])[S:18]([O:10][C:7]1[CH:8]=[CH:9][C:4]2[CH:3]=[CH:2][O:1][C:5]=2[CH:6]=1)(=[O:19])=[O:17]. Procedure details: To a stirred solution of benzofuran-6-ol (17.0 g, 127 mmol) in pyridine (20 g, 254 mmol) and dichloromethane (200 mL) was added Tf2O (53.7 g, 190 mmol). The reaction mixture was stirred at room temperature for 16 h. The reaction mixture was diluted with water, and extracted with ethyl acetate. The combined organic layers were washed with brine, dried over Na2SO4, filtered and concentrated to afford a crude product that was purified by column chromatography on silica gel (5-10% ethyl acetate in p... The reactants are C(Cl)Cl (methylene chloride), ClC1=CC=C2C(=N1)SC(=N2)S (5-chloro-2-mercaptothiazolo[5,4-b]pyridine), BrC(C(=O)O)C1=CC=C(C=C1)Cl (α-bromo-α-(p-chlorophenyl) acetic acid). The solvent is C(C)N(CC)CC (triethylamine). Product: ClC1=CC=C2C(=N1)SC(=N2)SC(C(=O)O)C2=CC=C(C=C2)Cl (α-[(5-Chlorothiazolo[5,4-b]pyridin-2-yl)thio]-α-(p-chlorophenyl)acetic acid). Isolated yield 68.2%. As a reaction SMILES: C(Cl)Cl.[Cl:4][C:5]1[N:10]=[C:9]2[S:11][C:12]([SH:14])=[N:13][C:8]2=[CH:7][CH:6]=1.Br[CH:16]([C:20]1[CH:25]=[CH:24][C:23]([Cl:26])=[CH:22][CH:21]=1)[C:17]([OH:19])=[O:18]>C(N(CC)CC)C>[Cl:4][C:5]1[N:10]=[C:9]2[S:11][C:12]([S:14][CH:16]([C:20]3[CH:25]=[CH:24][C:23]([Cl:26])=[CH:22][CH:21]=3)[C:17]([OH:19])=[O:18])=[N:13][C:8]2=[CH:7][CH:6]=1. Reported procedure: A methylene chloride solution of 6.0 g (0.03 m) of 5-chloro-2-mercaptothiazolo[5,4-b]pyridine, 7.5 g (0.03 m) α-bromo-α-(p-chlorophenyl) acetic acid and 6.0 g (0.06 m) triethylamine is heated to gentle reflux overnight. The solution is extracted twice with a dilute hydrochloric acid solution and then once with water. After drying over anhydrous MgSO4, the solvent is removed and the residual solid is recrystallized from acetonitrile. 7.5 g (68% yield) of title compound, melting at 144°-6° C., is ... Reactants: C(C)OC(=O)C1CNCCC1 (piperidine-3-carboxylic acid ethyl ester), C(C)N(C(C)C)C(C)C (N-ethyl-N,N-diisopropylamine), C1(=CC=C(C=C1)S(=O)(=O)OCCC1COC2=C(O1)C=CC=C2)C (2-[2-(p-toluenesulphonyloxy)ethyl]-benzo-1,4-dioxan). Run in CN(C=O)C (dimethylformamide). Conditions: time 16 hour. The product is C(C)OC(=O)C1CN(CCC1)CCC1COC2=C(O1)C=CC=C2 (1-[2-(benzo-1,4-dioxan-2-yl)ethyl]piperidine-3-carboxylic acid ethyl ester). The yield is 115.8%. RXN SMILES: [CH2:1]([O:3][C:4]([CH:6]1[CH2:11][CH2:10][CH2:9][NH:8][CH2:7]1)=[O:5])[CH3:2].C(N(C(C)C)C(C)C)C.C1(C)C=CC(S(O[CH2:31][CH2:32][CH:33]2[O:38][C:37]3[CH:39]=[CH:40][CH:41]=[CH:42][C:36]=3[O:35][CH2:34]2)(=O)=O)=CC=1>CN(C)C=O>[CH2:1]([O:3][C:4]([CH:6]1[CH2:11][CH2:10][CH2:9][N:8]([CH2:31][CH2:32][CH:33]2[O:38][C:37]3[CH:39]=[CH:40][CH:41]=[CH:42][C:36]=3[O:35][CH2:34]2)[CH2:7]1)=[O:5])[CH3:2]. Reported procedure: First 1.96 g (12.5 mmol) of piperidine-3-carboxylic acid ethyl ester and then 2.58 g (20 mmol) of N-ethyl-N,N-diisopropylamine are added to a solution of 3.34 g (10 mmol) of 2-[2-(p-toluenesulphonyloxy)ethyl]-benzo-1,4-dioxan in 50 ml of absolute dimethylformamide. The mixture is stirred for 16 hours at 60° and, after cooling, is concentrated by evaporation under a high vacuum. Water is added to the oily residue and extraction is carried out with diethyl ether. The combined organic phases are wa... The reactants are CC(C)=O, Cl, O=[N+]([O-])c1ccc2[nH]cc(C3=CCC4(CC3)OCCO4)c2c1. Yields the product O=C1CC=C(c2c[nH]c3ccc([N+](=O)[O-])cc23)CC1. Reaction SMILES: [CH3:24][C:25](=[O:26])[CH3:27].[ClH:23].[N+:1](=[O:2])([O-:3])[c:4]1[cH:5][c:6]2[c:7]([C:13]3=[CH:14][CH2:15][C:16]4([O:17][CH2:20][CH2:19][O:18]4)[CH2:21][CH2:22]3)[cH:8][nH:9][c:10]2[cH:11][cH:12]1>>[N+:1](=[O:2])([O-:3])[c:4]1[cH:5][c:6]2[c:7]([C:13]3=[CH:14][CH2:15][C:16](=[O:17])[CH2:21][CH2:22]3)[cH:8][nH:9][c:10]2[cH:11][cH:12]1. Reactants: C(=O)(C(F)(F)F)O (TFA), C(C)(C)(C)OC(C(C(=O)NC1C2=C(C3=C(N(C1=O)C)C=CC=C3)C=CC=C2)C)=O (2-methyl-N-(5-methyl-6-oxo-6,7-dihydro-5H-dibenzo[b,d]azepin-7-yl)-malonamic acid tert-butyl ester). Solvent: ClCCl (dichloromethane), ClCCl (dichloromethane). Conditions: time 8 hour. Product: CC(C(=O)O)C(=O)NC1C2=C(C3=C(N(C1=O)C)C=CC=C3)C=CC=C2 (2-Methyl-N-(5-methyl-6-oxo-6,7-dihydro-5H-dibenzo[b,d]azepin-7-yl)-malonamic acid). Reaction SMILES: C(O)(C(F)(F)F)=O.C([O:12][C:13](=[O:36])[CH:14]([CH3:35])[C:15]([NH:17][CH:18]1[C:24](=[O:25])[N:23]([CH3:26])[C:22]2[CH:27]=[CH:28][CH:29]=[CH:30][C:21]=2[C:20]2[CH:31]=[CH:32][CH:33]=[CH:34][C:19]1=2)=[O:16])(C)(C)C>ClCCl>[CH3:35][CH:14]([C:15]([NH:17][CH:18]1[C:24](=[O:25])[N:23]([CH3:26])[C:22]2[CH:27]=[CH:28][CH:29]=[CH:30][C:21]=2[C:20]2[CH:31]=[CH:32][CH:33]=[CH:34][C:19]1=2)=[O:16])[C:13]([OH:36])=[O:12]. Reported procedure: TFA (3 ml) was added to a solution of 2-methyl-N-(5-methyl-6-oxo-6,7-dihydro-5H-dibenzo[b,d]azepin-7-yl)-malonamic acid tert-butyl ester (920 mg, 2.33 mmol) in dichloromethane (3 ml) and the mixture was stirred at r.t. overnight. The mixture was then taken up in more dichloromethane, washed with water, and dried (Na2SO4). After evaporation of the solvent, the title compound, MS: m/e=339.3 (M+H+), (580 mg, 73%) was obtained by chromatographic purification of the residue (silica gel, MeOH, CH2Cl2)...